Dataset: the Open Reaction Database (ORD), a public repository of structured organic reaction records. Task: describe an organic reaction: reactants, conditions, products, and yield Starting materials: FC1=CC=C(CN)C=C1 (4-fluorobenzylamine), ClC=1C2=C(N=C(N1)C=1C=NC=CC1)SC(=C2)Cl (4-chloro-2-(pyridin-3-yl)-6-chloro-thieno-[2,3-d]-pyrimidine). Product: N1=CC(=CC=C1)C=1N=C(C2=C(N1)SC(=C2)Cl)NCC2=CC=C(C=C2)F (2-(pyridin-3-yl)-4-(4-fluorobenzylamino)-6-chloro-thieno-[2,3-d]-pyrimidine). As a reaction SMILES: [F:1][C:2]1[CH:9]=[CH:8][C:5]([CH2:6][NH2:7])=[CH:4][CH:3]=1.Cl[C:11]1[C:12]2[CH:25]=[C:24]([Cl:26])[S:23][C:13]=2[N:14]=[C:15]([C:17]2[CH:18]=[N:19][CH:20]=[CH:21][CH:22]=2)[N:16]=1>>[N:19]1[CH:20]=[CH:21][CH:22]=[C:17]([C:15]2[N:16]=[C:11]([NH:7][CH2:6][C:5]3[CH:8]=[CH:9][C:2]([F:1])=[CH:3][CH:4]=3)[C:12]3[CH:25]=[C:24]([Cl:26])[S:23][C:13]=3[N:14]=2)[CH:18]=1. Procedure: With the procedure of Example 1, the reaction of 4-fluorobenzylamine with 4-chloro-2-(pyridin-3-yl)-6-chloro-thieno-[2,3-d]-pyrimidine yields 2-(pyridin-3-yl)-4-(4-fluorobenzylamino)-6-chloro-thieno-[2,3-d]-pyrimidine. The yield is 84.7%. Procedure details: To a three-necked bottle, 5-(2-p-methylphenylaminoethyl)-2-methylpyridine 4.5 g and 2N HCl 200 ml was added, heated to 30° C. and stirred to complete dissolution, then cooled with ice-water bath to 0-5° C., added dropwise with NaNO2 aqueous solution (13.8 g of NaNO2 dissolved in 50 ml of water). After dropwise addition, the temperature was elevated and the reaction was performed at room temperature for 1 h. To the reaction liquor, saturated NaHCO3 solution was slowly added dropwise until no gas ... As a reaction SMILES: [CH3:1][C:2]1[CH:7]=[CH:6][C:5]([NH:8][CH2:9][CH2:10][C:11]2[CH:12]=[CH:13][C:14]([CH3:17])=[N:15][CH:16]=2)=[CH:4][CH:3]=1.Cl.C([O-])(O)=O.[Na+].[N:24]([O-])=[O:25].[Na+]>>[CH3:17][C:14]1[CH:13]=[CH:12][C:11]([CH2:10][CH2:9][N:8]([C:5]2[CH:6]=[CH:7][C:2]([CH3:1])=[CH:3][CH:4]=2)[N:24]=[O:25])=[CH:16][N:15]=1 |f:2.3,4.5|. The reactants are N(=O)[O-].[Na+] (NaNO2), CC1=CC=C(C=C1)NCCC=1C=CC(=NC1)C (5-(2-p-methylphenylaminoethyl)-2-methylpyridine), Cl (HCl), C(=O)(O)[O-].[Na+] (NaHCO3). Conditions: temperature 30 celsius, time 1 hour. Yields the product CC1=NC=C(C=C1)CCN(N=O)C1=CC=C(C=C1)C (2-methyl-5-(N-nitroso-2-p-methylphenylaminoethyl)pyridine).